Task: describe an organic reaction: reactants, conditions, products, and yield. Dataset: the Open Reaction Database (ORD), a public repository of structured organic reaction records RXN SMILES: [CH2:33]([CH2:34][O:35][CH3:36])[O:37][CH3:38].[Cl:1][c:2]1[cH:3][cH:4][c:5]([I:13])[c:6]([C:7](=[O:8])[O:9][CH2:10][CH3:11])[cH:12]1.[K+:27].[K+:28].[O-:29][C:30]([O-:31])=[O:32].[OH2:116].[cH:39]1[cH:40][cH:41][c:42]([P:43]([Pd:44]([P:45]([c:46]2[cH:47][cH:48][cH:49][cH:50][cH:51]2)([c:52]2[cH:53][cH:54][cH:55][cH:56][cH:57]2)[c:58]2[cH:59][cH:60][cH:61][cH:62][cH:63]2)([P:64]([c:65]2[cH:66][cH:67][cH:68][cH:69][cH:70]2)([c:71]2[cH:72][cH:73][cH:74][cH:75][cH:76]2)[c:77]2[cH:78][cH:79][cH:80][cH:81][cH:82]2)[P:83]([c:84]2[cH:85][cH:86][cH:87][cH:88][cH:89]2)([c:90]2[cH:91][cH:92][cH:93][cH:94][cH:95]2)[c:96]2[cH:97][cH:98][cH:99][cH:100][cH:101]2)([c:102]2[cH:103][cH:104][cH:105][cH:106][cH:107]2)[c:108]2[cH:109][cH:110][cH:111][cH:112][cH:113]2)[cH:114][cH:115]1.[n:14]1[cH:15][cH:16][cH:17][c:18]2[cH:19][c:20]([B:24]([OH:25])[OH:26])[cH:21][cH:22][c:23]12>>[Cl:1][c:2]1[cH:3][cH:4][c:5](-[c:20]2[cH:19][c:18]3[cH:17][cH:16][cH:15][n:14][c:23]3[cH:22][cH:21]2)[c:6]([C:7](=[O:8])[O:9][CH2:10][CH3:11])[cH:12]1. Starting materials: COCCOC, CCOC(=O)c1cc(Cl)ccc1I, [K+], [K+], O=C([O-])[O-], O, c1ccc(P(c2ccccc2)(c2ccccc2)[Pd](P(c2ccccc2)(c2ccccc2)c2ccccc2)(P(c2ccccc2)(c2ccccc2)c2ccccc2)P(c2ccccc2)(c2ccccc2)c2ccccc2)cc1, OB(O)c1ccc2ncccc2c1. The product is CCOC(=O)c1cc(Cl)ccc1-c1ccc2ncccc2c1. Reactants: COc1cccc(CCc2ccc(Br)cc2C(=O)O)c1C, C1CCOC1, C[Si](C)(C)Cl. The product is COc1cccc(CCc2ccc(Br)cc2CO)c1C. RXN SMILES: [Br:6][c:7]1[cH:8][cH:9][c:10]([CH2:16][CH2:17][c:18]2[c:19]([CH3:26])[c:20]([O:24][CH3:25])[cH:21][cH:22][cH:23]2)[c:11]([C:12](=[O:13])[OH:14])[cH:15]1.[CH2:27]1[O:28][CH2:29][CH2:30][CH2:31]1.[Cl:1][Si:2]([CH3:3])([CH3:4])[CH3:5]>>[Br:6][c:7]1[cH:8][cH:9][c:10]([CH2:16][CH2:17][c:18]2[c:19]([CH3:26])[c:20]([O:24][CH3:25])[cH:21][cH:22][cH:23]2)[c:11]([CH2:12][OH:13])[cH:15]1.